Dataset: the Open Reaction Database (ORD), a public repository of structured organic reaction records. Task: describe an organic reaction: reactants, conditions, products, and yield RXN SMILES: [C:14]([CH3:15])([CH3:16])([CH3:17])[O:18][C:19](=[O:20])[NH:21][CH2:22][C:23](=[O:24])[OH:25].[CH2:37]([c:38]1[cH:39][cH:40][cH:41][cH:42][cH:43]1)[O:44][C:45]([CH2:46][NH2:47])=[O:48].[CH2:50]([N:51]=[C:52]=[N:53][CH2:54][CH2:55][CH2:56][N:57]([CH3:58])[CH3:59])[CH3:60].[CH3:61][CH2:62][CH2:63][CH2:64][CH2:65][CH3:66].[CH:1]1([NH:2][CH:3]2[CH2:4][CH2:5][CH2:6][CH2:7][CH2:8]2)[CH2:9][CH2:10][CH2:11][CH2:12][CH2:13]1.[CH:67]([Cl:68])([Cl:69])[Cl:70].[ClH:49].[c:26]1([CH3:27])[cH:28][cH:29][c:30]([S:31]([OH:32])(=[O:33])=[O:34])[cH:35][cH:36]1>>[C:14]([CH3:15])([CH3:16])([CH3:17])[O:18][C:19](=[O:20])[NH:21][CH2:22][C:23](=[O:25])[NH:47][CH2:46][C:45]([O:44][CH2:37][c:38]1[cH:39][cH:40][cH:41][cH:42][cH:43]1)=[O:48]. The product is CC(C)(C)OC(=O)NCC(=O)NCC(=O)OCc1ccccc1. Starting materials: CC(C)(C)OC(=O)NCC(=O)O, NCC(=O)OCc1ccccc1, CCN=C=NCCCN(C)C, CCCCCC, C1CCC(NC2CCCCC2)CC1, ClC(Cl)Cl, Cl, Cc1ccc(S(=O)(=O)O)cc1. Reactants: [OH-].[Na+] (sodium hydroxide), C(C)O (ethanol), FC(C1=CC2=C(SC3=C(CC2)C(=CC=C3)C#N)C=C1)(F)F (2-trifluoromethyl-9-cyano-10,11-dihydrodibenzo[b,f] thiepin), [OH-].[K+] (potassium hydroxide). Solvent: CCOCC (ether), O (water). Yields the product FC(C1=CC2=C(SC3=C(CC2)C(=CC=C3)C(=O)O)C=C1)(F)F (2-trifluoromethyl-10,11-dihydrodibenzo[b,f]thiepin-9-carboxylic acid). As a reaction SMILES: [OH-:1].[K+].[CH2:3]([OH:5])[CH3:4].[F:6][C:7]([F:26])([F:25])[C:8]1[CH:24]=[CH:23][C:11]2[S:12][C:13]3[CH:20]=[CH:19][CH:18]=C(C#N)[C:14]=3[CH2:15][CH2:16][C:10]=2[CH:9]=1.[OH-].[Na+]>O.CCOCC>[F:6][C:7]([F:26])([F:25])[C:8]1[CH:24]=[CH:23][C:11]2[S:12][C:13]3[CH:20]=[CH:19][CH:18]=[C:4]([C:3]([OH:1])=[O:5])[C:14]=3[CH2:15][CH2:16][C:10]=2[CH:9]=1 |f:0.1,4.5|. Reported procedure: To 1 g of potassium hydroxide dissolved in 1 ml of water and 4 ml of ethanol was added 106 mg of 2-trifluoromethyl-9-cyano-10,11-dihydrodibenzo[b,f] thiepin and the resulting mixture was refluxed for 24 hrs. After cooling, to this was added 4% sodium hydroxide solution and ether. After shaking, the aqueous layer was separated, acidified by adding conc. hydrochloric acid and extracted with chloroform. Extract was washed with water and dried over anhydrous sodium sulfate. The solvent was evaporate... As a reaction SMILES: C([O-])(O)=O.[Na+:5].[O-]S([O-])=O.[Na+].[Na+].[CH3:12][S:13]([C:16]1[CH:21]=[CH:20][C:19]([S:22](Cl)(=[O:24])=[O:23])=[CH:18][CH:17]=1)(=[O:15])=[O:14]>O>[Na+:5].[CH3:12][S:13]([C:16]1[CH:17]=[CH:18][C:19]([S:22]([O-:24])=[O:23])=[CH:20][CH:21]=1)(=[O:15])=[O:14] |f:0.1,2.3.4,7.8|. Run at temperature 80 celsius. Procedure details: To a solution of 0.26 g (3.2 mmol) of NaHCO3 and 0.4 g (3.2 mmol) of Na2SO3 in water (1.5 mL) were added 0.4 g (1.6 mmol) of 4-(methylsulfonyl)-benzenesulfonyl chloride. The reaction was heated at 80° C. for 3 h. The solvent was removed under reduced pressure. The crude material was suspended in boiling ethanol (20 mL) and the inorganic solids were removed by filtration. The filtrate was concentrated under reduced pressure to afford 0.14 g of 4-methanesulfonyl-benzenesulfinic acid sodium salt. The product is [Na+].CS(=O)(=O)C1=CC=C(C=C1)S(=O)[O-] (4-methanesulfonyl-benzenesulfinic acid sodium salt). The yield is 36.1%. Starting materials: C(=O)(O)[O-].[Na+] (NaHCO3), [O-]S(=O)[O-].[Na+].[Na+] (Na2SO3), CS(=O)(=O)C1=CC=C(C=C1)S(=O)(=O)Cl (4-(methylsulfonyl)-benzenesulfonyl chloride). The solvent is O (water). Reactants: CN1CCCC1=O, CCN(C(C)C)C(C)C, Clc1ccncc1-c1ccccc1, O=[N+]([O-])c1ccc(O)cc1, O. The product is O=[N+]([O-])c1ccc(Oc2ccncc2-c2ccccc2)cc1. Reaction SMILES: [CH3:33][N:34]1[CH2:35][CH2:36][CH2:37][C:38]1=[O:39].[CH:24]([N:25]([CH2:26][CH3:27])[CH:28]([CH3:29])[CH3:30])([CH3:31])[CH3:32].[Cl:1][c:2]1[c:3](-[c:8]2[cH:9][cH:10][cH:11][cH:12][cH:13]2)[cH:4][n:5][cH:6][cH:7]1.[N+:14](=[O:15])([O-:16])[c:17]1[cH:18][cH:19][c:20]([OH:23])[cH:21][cH:22]1.[OH2:40]>>[c:2]1([O:23][c:20]2[cH:19][cH:18][c:17]([N+:14](=[O:15])[O-:16])[cH:22][cH:21]2)[c:3](-[c:8]2[cH:9][cH:10][cH:11][cH:12][cH:13]2)[cH:4][n:5][cH:6][cH:7]1.